Dataset: the Open Reaction Database (ORD), a public repository of structured organic reaction records. Task: describe an organic reaction: reactants, conditions, products, and yield Starting materials: C(CCC)(OC)(OC)OC (trimethyl orthobutyrate), C(CCC)(OC)(OC)OC (Trimethyl orthobutyrate), C(C1=CC=CC=C1)OC1=CC=C2C(=C(C=NC2=C1)N)NCC(C)C (7-benzyloxy-N4-(2-methylpropyl)quinoline-3,4-diamine), Cl.N1=CC=CC=C1 (Pyridine hydrochloride). Solvent: C1(=CC=CC=C1)C (toluene). Reaction conditions: temperature 105 celsius, time 4 hour. Yields the product C(C1=CC=CC=C1)OC=1C=CC=2C3=C(C=NC2C1)N=C(N3CC(C)C)CCC (7-benzyloxy-1-(2-methylpropyl)-2-propyl-1H-imidazo[4,5-c]quinoline). Yield: 95.0%. RXN SMILES: [C:1](OC)(OC)(OC)[CH2:2][CH2:3][CH3:4].[CH2:11]([O:18][C:19]1[CH:28]=[C:27]2[C:22]([C:23]([NH:30][CH2:31][CH:32]([CH3:34])[CH3:33])=[C:24]([NH2:29])[CH:25]=[N:26]2)=[CH:21][CH:20]=1)[C:12]1[CH:17]=[CH:16][CH:15]=[CH:14][CH:13]=1.Cl.N1C=CC=CC=1>C1(C)C=CC=CC=1>[CH2:11]([O:18][C:19]1[CH:20]=[CH:21][C:22]2[C:23]3[N:30]([CH2:31][CH:32]([CH3:34])[CH3:33])[C:1]([CH2:2][CH2:3][CH3:4])=[N:29][C:24]=3[CH:25]=[N:26][C:27]=2[CH:28]=1)[C:12]1[CH:13]=[CH:14][CH:15]=[CH:16][CH:17]=1 |f:2.3|. Procedure details: Trimethyl orthobutyrate (29.75 mL, 0.1859 mol) was added in three portions to a solution of 7-benzyloxy-N4-(2-methylpropyl)quinoline-3,4-diamine (54.6 g, 0.170 mol) in toluene (795 mL). Pyridine hydrochloride (1.96 g) was then added, and the reaction was heated at 105° C. and stirred for four hours. Additional trimethyl orthobutyrate (7 mL, 40 mmol) was then added, and the reaction was stirred for three hours. The reaction was allowed to cool to ambient temperature, and the solvent was removed u...